This data is from the Open Reaction Database (ORD), a public repository of structured organic reaction records. The task is: describe an organic reaction: reactants, conditions, products, and yield Reactants: ClC1=CC=C(C=C1)N1C=C(C=C1)C(=O)O (1-(4-chlorophenyl)pyrrole-3-carboxylic acid), NC=1C=CC(=C(C#N)C1)N1CCN(CC1)C1CCOCC1 (5-amino-2-[4-(3,4,5,6-tetrahydro-2H-pyran-4-yl)piperazin-1-yl]benzonitrile). Yields the product ClC1=CC=C(C=C1)N1C=C(C=C1)C(=O)NC1=CC(=C(C=C1)N1CCN(CC1)C1CCOCC1)C#N (1-(4-Chlorophenyl)-N-{3-cyano-4-[4-(3,4,5,6-tetrahydro-2H-pyran-4-yl)piperazin-1-yl]phenyl}pyrrole-3-carboxamide). Isolated yield 36.2%. As a reaction SMILES: [Cl:1][C:2]1[CH:7]=[CH:6][C:5]([N:8]2[CH:12]=[CH:11][C:10]([C:13]([OH:15])=O)=[CH:9]2)=[CH:4][CH:3]=1.[NH2:16][C:17]1[CH:18]=[CH:19][C:20]([N:25]2[CH2:30][CH2:29][N:28]([CH:31]3[CH2:36][CH2:35][O:34][CH2:33][CH2:32]3)[CH2:27][CH2:26]2)=[C:21]([CH:24]=1)[C:22]#[N:23]>>[Cl:1][C:2]1[CH:3]=[CH:4][C:5]([N:8]2[CH:12]=[CH:11][C:10]([C:13]([NH:16][C:17]3[CH:18]=[CH:19][C:20]([N:25]4[CH2:30][CH2:29][N:28]([CH:31]5[CH2:32][CH2:33][O:34][CH2:35][CH2:36]5)[CH2:27][CH2:26]4)=[C:21]([C:22]#[N:23])[CH:24]=3)=[O:15])=[CH:9]2)=[CH:6][CH:7]=1. Reported procedure: By the reaction and treatment in the same manner as in Example 64 using 1-(4-chlorophenyl)pyrrole-3-carboxylic acid (0.5 g) and 5-amino-2-[4-(3,4,5,6-tetrahydro-2H-pyran-4-yl)piperazin-1-yl]benzonitrile (0.7 g), the title compound (0.4 g) was obtained, melting point: 224° C. Starting materials: C1(=CC=CC=C1)C(Cl)(Cl)Cl (benzotrichloride), NC1=C(C=CC=C1)O (2-aminophenol), C1CCCC2CCCCC12 (decaline), ( a ). The product is C1(=CC=CC=C1)C=1OC2=C(N1)C=CC=C2 (2-phenylbenzoxazole). As a reaction SMILES: [NH2:1][C:2]1[CH:7]=[CH:6][CH:5]=[CH:4][C:3]=1[OH:8].[CH2:9]1[CH:18]2[CH:13]([CH2:14]CCC2)[CH2:12][CH2:11][CH2:10]1.C1(C(Cl)(Cl)Cl)C=CC=CC=1>>[C:13]1([C:14]2[O:8][C:3]3[CH:4]=[CH:5][CH:6]=[CH:7][C:2]=3[N:1]=2)[CH:18]=[CH:9][CH:10]=[CH:11][CH:12]=1. Procedure details: 16.4 g (0.15 mol) of 2-aminophenol (A) was refluxed together with 75 ml of decaline in the apparatus described under (a). 29.3 g (0.15 mol) of benzotrichloride (B) was added drop by drop over a period of 15 minutes, and the mixture was heated for another 3 hours with gentle refluxing. Then it was suction filtered while hot and concentrated by evaporation under dry. One half was chromatographed through Al2O3 : 7 g of Compound I, melting point 99°-100° C (41% of the theory). Of the remaining half,... Reactants: BrCCBr, CCOCC, SC1CCCCC1, [K+], [K+], O=C([O-])[O-], CN(C)C=O. The product is BrCCSC1CCCCC1. As a reaction SMILES: [Br:1][CH2:2][CH2:3][Br:4].[CH3:23][CH2:24][O:25][CH2:26][CH3:27].[CH:11]1([SH:17])[CH2:12][CH2:13][CH2:14][CH2:15][CH2:16]1.[K+:5].[K+:6].[O-:7][C:8]([O-:9])=[O:10].[O:18]=[CH:19][N:20]([CH3:21])[CH3:22]>>[Br:1][CH2:2][CH2:3][S:17][CH:11]1[CH2:12][CH2:13][CH2:14][CH2:15][CH2:16]1. Starting materials: ClC1=CC(=C(C#N)C=C1)NC(=O)OCC (4-chloro-2-(ethoxycarbonylamino)benzonitrile), BrCC(=O)C1=CC(=CC=C1)Br (2-bromo-3′-bromoacetophenone). The product is NC1=C(N(C2=CC(=CC=C12)Cl)C(=O)OCC)C(C1=CC(=CC=C1)Br)=O (3-Amino-2-(3-bromobenzoyl)-6-chloro-1-(ethoxycarbonyl)indole). As a reaction SMILES: [Cl:1][C:2]1[CH:9]=[CH:8][C:5]([C:6]#[N:7])=[C:4]([NH:10][C:11]([O:13][CH2:14][CH3:15])=[O:12])[CH:3]=1.Br[CH2:17][C:18]([C:20]1[CH:25]=[CH:24][CH:23]=[C:22]([Br:26])[CH:21]=1)=[O:19]>>[NH2:7][C:6]1[C:5]2[C:4](=[CH:3][C:2]([Cl:1])=[CH:9][CH:8]=2)[N:10]([C:11]([O:13][CH2:14][CH3:15])=[O:12])[C:17]=1[C:18](=[O:19])[C:20]1[CH:25]=[CH:24][CH:23]=[C:22]([Br:26])[CH:21]=1. Procedure: The title compound was prepared according to the procedure described in step 2 of Example 1 from 4-chloro-2-(ethoxycarbonylamino)benzonitrile (Example 1, step 1) and 2-bromo-3′-bromoacetophenone. 1H-NMR (CDCl3) δ: 8.25 (1H, d, J=1.5 Hz), 7.90 (1H, t, J=1.8 Hz), 7.64-7.59 (2H, m), 7.54 (1H, d, J=8.4 Hz), 7.34-7.26 (2H, m), 5.87 (2H, br s). 3.84 (2H, q, J=7.0 Hz), 0.89 (3H, t, J=7.0 Hz)